From a dataset of the Open Reaction Database (ORD), a public repository of structured organic reaction records. describe an organic reaction: reactants, conditions, products, and yield Reactants: zirconia, P12(=S)SP3(=S)SP(=S)(S1)SP(=S)(S2)S3 (P2S5), O=P12OP3(=O)OP(=O)(O1)OP(=O)(O2)O3 (P2O5), zirconia, zirconia, S([Li])[Li] (Li2S), zirconia. Run at time 20 hour. Product: [S-2].[Li+].[Li+] (Lithium sulfide), P12(=S)SP3(=S)SP(=S)(S1)SP(=S)(S2)S3 (phosphorus pentasulfide), O=P12OP3(=O)OP(=O)(O1)OP(=O)(O2)O3 (diphosphorus pentoxide), sulfide. As a reaction SMILES: [S:1]([Li])[Li:2].[P:4]12([S:16][P:14]3([S:17][P:7]([S:9][P:10]([S:13]3)([S:12]1)=[S:11])(=[S:8])[S:6]2)=[S:15])=[S:5].[O:18]=[P:19]12[O:30][P:28]3([O:31][P:21]([O:23][P:24]([O:27]3)([O:26]1)=[O:25])(=[O:22])[O:20]2)=[O:29]>>[S-2:1].[Li+:2].[Li+:2].[P:4]12([S:6][P:7]3([S:9][P:10]([S:13][P:14]([S:17]3)([S:16]1)=[S:15])(=[S:11])[S:12]2)=[S:8])=[S:5].[O:22]=[P:21]12[O:20][P:19]3([O:26][P:24]([O:27][P:28]([O:30]3)([O:31]1)=[O:29])(=[O:25])[O:23]2)=[O:18] |f:3.4.5|. Procedure: Lithium sulfide crystal (Li2S), phosphorus pentasulfide (P2S5), and diphosphorus pentoxide (P2O5) were prepared as a starting material. These powders were weighed at a ratio of Li2S:P2S5: P2O5=70:26:4 (molar basis) in a glove box under an argon atmosphere, and projected into a pot made of zirconia. In addition, six grinding balls made of zirconia with 4=15 mm were projected into the pot made of zirconia with a capacity of 45 cc, and sealed completely. Next, the pot made of zirconia was fitted up... Reaction SMILES: [Cl:1][C:2]1[C:8]([CH3:9])=[CH:7][CH:6]=[CH:5][C:3]=1[NH2:4].Br.Br[CH2:12][CH2:13][NH:14][CH2:15][CH2:16]Br.[OH-].[K+]>O>[Cl:1][C:2]1[C:8]([CH3:9])=[CH:7][CH:6]=[CH:5][C:3]=1[N:4]1[CH2:16][CH2:15][NH:14][CH2:13][CH2:12]1 |f:1.2,3.4|. Procedure details: To a mixture of 6.08 g of 2-chloro-3-methylaniline, 9 g of di(2-bromoethyl)amine hydrobromide and 4 ml of water was added a solution of 0.8 g of potassium hydorxide and 2.5 ml of water 3 times of 1 hour interval at 100° C., then the reaction mixture was stirred at the same temperature for 9 hours. To the resultant reaction mixture was added potassium hydroxide to make the mixture alkaline, and the mixture was extracted with diethyl ether, washed with water, dried with anhydrous magnesium sulfate... Product: ClC1=C(C=CC=C1C)N1CCNCC1 (4-(2-chloro-3-methylphenyl)piperazine). Conditions: time 9 hour. Starting materials: [OH-].[K+] (potassium hydroxide), ClC1=C(N)C=CC=C1C (2-chloro-3-methylaniline), Br.BrCCNCCBr (di(2-bromoethyl)amine hydrobromide), [OH-].[K+] (potassium hydorxide). Isolated yield 56.1%. Run in O (water), O (water). The reactants are BrC1=CC=CC=2C3=C(NC12)C1CCN(C3)CC1 (7-bromo-3,4,5,6-tetrahydro-1H-2,5-ethanoazepino[4,3-b]indole), N1=CC=CC2=CC(=CC=C12)B1OC(C)(C)C(C)(C)O1 (6-quinolineboronic acid pinacol ester). The product is N1=CC=CC2=CC(=CC=C12)C1=CC=CC=2C3=C(NC12)C1CCN(C3)CC1 (7-quinolin-6-yl-3,4,5,6-tetrahydro-1H-2,5-ethanoazepino[4,3-b]indole). RXN SMILES: Br[C:2]1[C:10]2[NH:9][C:8]3[CH:11]4[CH2:17][CH2:16][N:14]([CH2:15][C:7]=3[C:6]=2[CH:5]=[CH:4][CH:3]=1)[CH2:13][CH2:12]4.[N:18]1[C:27]2[C:22](=[CH:23][C:24](B3OC(C)(C)C(C)(C)O3)=[CH:25][CH:26]=2)[CH:21]=[CH:20][CH:19]=1>>[N:18]1[C:27]2[C:22](=[CH:23][C:24]([C:2]3[C:10]4[NH:9][C:8]5[CH:11]6[CH2:17][CH2:16][N:14]([CH2:15][C:7]=5[C:6]=4[CH:5]=[CH:4][CH:3]=3)[CH2:13][CH2:12]6)=[CH:25][CH:26]=2)[CH:21]=[CH:20][CH:19]=1. Procedure: 7-Bromo-3,4,5,6-tetrahydro-1H-2,5-ethanoazepino[4,3-b]indole (146 mg, 0.5 mmol, Example 1B) was coupled with 6-quinolineboronic acid pinacol ester (191 mg, 0.75 mmol, Aldrich) following the procedure described in Example 4. Purification by preparative reverse-phase HPLC [Waters XBridge™ RP18 column, 5 μm, 30×100 mm, flow rate 40 mL/minute, 40-99% gradient of methanol in buffer (0.1 M aqueous ammonium bicarbonate, adjusted to pH 10 with ammonium hydroxide)] gave the title compound: 1H NMR (300 MH... Reactants: C1(CCCC2=CC=CC=C12)C=1C=C(C=CC1)C(C)=O (1-[3-(1,2,3,4-tetrahydronaphthalen-1-yl)-phenyl]-ethanone), C(CC(O)(C(=O)O)CC(=O)O)(=O)O (citric acid), C(C(=O)OCC)(=O)OCC (diethyl oxalate), [O-]CC.[Na+] (sodium ethoxide). Run at time 1.5 hour. The product is O=C(C(=O)O)CC(C1=CC(=CC=C1)C1CCCC2=CC=CC=C12)=O (2,4-dioxo-4-[3-(1,2,3,4-tetrahydronaphthalen-1-yl)-phenyl]butyric acid). As a reaction SMILES: [CH:1]1([C:11]2[CH:12]=[C:13]([C:17](=[O:19])[CH3:18])[CH:14]=[CH:15][CH:16]=2)[C:10]2[C:5](=[CH:6][CH:7]=[CH:8][CH:9]=2)[CH2:4][CH2:3][CH2:2]1.[C:20](OCC)(=[O:26])[C:21]([O:23]CC)=[O:22].[O-]CC.[Na+].C(O)(=O)CC(CC(O)=O)(C(O)=O)O>>[O:26]=[C:20]([CH2:18][C:17](=[O:19])[C:13]1[CH:14]=[CH:15][CH:16]=[C:11]([CH:1]2[C:10]3[C:5](=[CH:6][CH:7]=[CH:8][CH:9]=3)[CH2:4][CH2:3][CH2:2]2)[CH:12]=1)[C:21]([OH:23])=[O:22] |f:2.3|. Procedure details: Isomer A: Into 1 mL distilled tetrahydrofuran was placed 0.046 g (0.18 mmol) of 1-[3-(1,2,3,4-tetrahydronaphthalen-1-yl)-phenyl]-ethanone (isomer A), 0.054 g (0.37 mmol) diethyl oxalate, and 0.025 g (0.37 mmol) sodium ethoxide. After stirring for 1.5 hr, excess 10% citric acid solution was added and the THF removed in vacuo. The residue was partitioned between water and ethyl acetate and extracted. The combined organic extracts were washed with water, brine, dried over anhydrous sodium sulphate,... Starting materials: [Li]CCCC, CCOP(=O)(OCC)C(C(=O)[O-])[Si](C)(C)C, COCOc1ccc(C2CCC(=O)CC2)c(OCOC)c1, [Na+], C1CCOC1, [OH-]. As a reaction SMILES: [CH2:17]([Li:18])[CH2:19][CH2:20][CH3:21].[CH3:1][Si:2]([CH:5]([P:3]([O:4][CH2:9][CH3:10])([O:11][CH2:12][CH3:13])=[O:14])[C:6](=[O:7])[O-:8])([CH3:15])[CH3:16].[CH3:22][O:23][CH2:24][O:25][c:26]1[c:27]([CH:36]2[CH2:37][CH2:38][C:39](=[O:42])[CH2:40][CH2:41]2)[cH:28][cH:29][c:30]([O:32][CH2:33][O:34][CH3:35])[cH:31]1.[Na+:44].[O:45]1[CH2:46][CH2:47][CH2:48][CH2:49]1.[OH-:43]>>[CH:5]([C:6](=[O:7])[OH:8])=[C:39]1[CH2:38][CH2:37][CH:36]([c:27]2[c:26]([O:25][CH2:24][O:23][CH3:22])[cH:31][c:30]([O:32][CH2:33][O:34][CH3:35])[cH:29][cH:28]2)[CH2:41][CH2:40]1. The product is COCOc1ccc(C2CCC(=CC(=O)O)CC2)c(OCOC)c1. Starting materials: ClC1=C2C=C(N=CC2=CC(=N1)C1=C(C=CC(=C1)F)C)NC(=O)C1CC1 (N-(5-chloro-7-(5-fluoro-2-methylphenyl)-2,6-naphthyridin-3-yl)cyclopropanecarboxamide), CSC.[Na] (sodium methyl sulfide), O1CCCC1 (tetrahydrofuran), OOS(=O)[O-].[K+] (Oxone). The solvent is ClCCl (dichloromethane), ClCCl (dichloromethane), CO (methanol). Conditions: temperature 75 celsius. Product: FC=1C=CC(=C(C1)C1=NC(=C2C=C(N=CC2=C1)NC(=O)C1CC1)S(=O)(=O)C)C (N-(7-(5-fluoro-2-methylphenyl)-5-(methylsulfonyl)-2,6-naphthyridin-3-yl)cyclopropanecarboxamide). Isolated yield 50.0%. As a reaction SMILES: Cl[C:2]1[N:11]=[C:10]([C:12]2[CH:17]=[C:16]([F:18])[CH:15]=[CH:14][C:13]=2[CH3:19])[CH:9]=[C:8]2[C:3]=1[CH:4]=[C:5]([NH:20][C:21]([CH:23]1[CH2:25][CH2:24]1)=[O:22])[N:6]=[CH:7]2.[CH3:26]SC.[Na].O1CCCC1.O[O:36][S:37]([O-:39])=O.[K+]>ClCCl.CO>[F:18][C:16]1[CH:15]=[CH:14][C:13]([CH3:19])=[C:12]([C:10]2[CH:9]=[C:8]3[C:3]([CH:4]=[C:5]([NH:20][C:21]([CH:23]4[CH2:25][CH2:24]4)=[O:22])[N:6]=[CH:7]3)=[C:2]([S:37]([CH3:26])(=[O:39])=[O:36])[N:11]=2)[CH:17]=1 |f:1.2,4.5,^1:28|. Procedure: A mixture of N-(5-chloro-7-(5-fluoro-2-methylphenyl)-2,6-naphthyridin-3-yl)cyclopropanecarboxamide (40 mg, 0.1 mmol), sodium methyl sulfide (12 mg, 0.17 mmol) and tetrahydrofuran (1 mL) was heated at 75° C. for 30 minutes. The mixture was diluted with dichloromethane (50 mL) and washed with water (20 mL). The organic layer was separated, dried over sodium sulfate, filtered, and evaporated in vacuo to afford a residue that was redissolved in methanol (1 mL) and treated with Oxone® (270 mg, 0.45 m...